This data is from the Open Reaction Database (ORD), a public repository of structured organic reaction records. The task is: describe an organic reaction: reactants, conditions, products, and yield Reactants: BrC=1C=CC(=C(CN(C(=O)C2CC2)CC)C1)I (cyclopropanecarboxylic acid (5-bromo-2-iodo-benzyl)-ethyl-amide), C(C)OC(CC1=CC(=C(C=C1)OC)B1OC(C(O1)(C)C)(C)C)=O ([4-methoxy-3-(4,4,5,5-tetramethyl-[1,3,2]dioxaborolan-2-yl)-phenyl]-acetic acid ethyl ester). Product: C(C)OC(CC=1C=C(C(=CC1)OC)C1=C(C=C(C=C1)Br)CN(CC)C(=O)C1CC1)=O ({4′-Bromo-2′-[(cyclopropanecarbonyl-ethyl-amino)-methyl]-6-methoxy-biphenyl-3-yl}-acetic acid ethyl ester). RXN SMILES: [Br:1][C:2]1[CH:3]=[CH:4][C:5](I)=[C:6]([CH:16]=1)[CH2:7][N:8]([CH2:14][CH3:15])[C:9]([CH:11]1[CH2:13][CH2:12]1)=[O:10].[CH2:18]([O:20][C:21](=[O:40])[CH2:22][C:23]1[CH:28]=[CH:27][C:26]([O:29][CH3:30])=[C:25](B2OC(C)(C)C(C)(C)O2)[CH:24]=1)[CH3:19]>>[CH2:18]([O:20][C:21](=[O:40])[CH2:22][C:23]1[CH:24]=[C:25]([C:5]2[CH:4]=[CH:3][C:2]([Br:1])=[CH:16][C:6]=2[CH2:7][N:8]([C:9]([CH:11]2[CH2:13][CH2:12]2)=[O:10])[CH2:14][CH3:15])[C:26]([O:29][CH3:30])=[CH:27][CH:28]=1)[CH3:19]. Reported procedure: Prepared according to the procedure described in Example 1, Step 4, using the following starting materials: cyclopropanecarboxylic acid (5-bromo-2-iodo-benzyl)-ethyl-amide and [4-methoxy-3-(4,4,5,5-tetramethyl-[1,3,2]dioxaborolan-2-yl)-phenyl]-acetic acid ethyl ester. RXN SMILES: [Br-:29].[C:11]([CH3:12])([CH3:13])([CH3:14])[c:15]1[n:16][c:17]([N:23]2[CH2:24][CH2:25][CH2:26][CH2:27][CH2:28]2)[c:18]([CH:19]=[O:20])[cH:21][cH:22]1.[CH2:1]1[O:2][CH2:3][CH2:4][CH2:5]1.[CH2:6]([Li:7])[CH2:8][CH2:9][CH3:10].[CH3:30][P+:31]([c:32]1[cH:33][cH:34][cH:35][cH:36][cH:37]1)([c:38]1[cH:39][cH:40][cH:41][cH:42][cH:43]1)[c:44]1[cH:45][cH:46][cH:47][cH:48][cH:49]1.[CH3:50][CH2:51][CH2:52][CH2:53][CH2:54][CH3:55]>>[CH2:1]=[CH:19][c:18]1[c:17]([N:23]2[CH2:24][CH2:25][CH2:26][CH2:27][CH2:28]2)[n:16][c:15]([C:11]([CH3:12])([CH3:13])[CH3:14])[cH:22][cH:21]1. The reactants are [Br-], CC(C)(C)c1ccc(C=O)c(N2CCCCC2)n1, C1CCOC1, [Li]CCCC, C[P+](c1ccccc1)(c1ccccc1)c1ccccc1, CCCCCC. Product: C=Cc1ccc(C(C)(C)C)nc1N1CCCCC1. Starting materials: C(C)(C)(C)OC(=O)N1[C@@H](CC(C1)=NOC)C(=O)O ((2S,4EZ)-1-(tert-butoxycarbonyl)-4-(methoxyimino)-2-pyrrolidinecarboxylic acid), N1=CC(=CC=C1)C1=CC=C(C(=O)O)C=C1 (4-(3-pyridinyl)benzoic acid), NCC(COC1=CC=C(C=C1)NC(C)=O)O (N-(4-{[(2RS)-3-amino-2-hydroxypropyl]oxy}phenyl)acetamide). Product: C(C)(=O)NC1=CC=C(OCC(CNC(=O)[C@H]2N(CC(C2)=NOC)C(C2=CC=C(C=C2)C=2C=NC=CC2)=O)O)C=C1 ((2S,4EZ)-N-{(2RS)-3-[4-(acetylamino)phenoxy]-2-hydroxypropyl}-4-(methoxyimino)-1-[4-(3-pyrdinyl)benzoyl]-2-pyrrolidinecarboxamide). Reaction SMILES: C(O[C:6]([N:8]1[CH2:12][C:11](=[N:13][O:14][CH3:15])[CH2:10][C@H:9]1[C:16]([OH:18])=O)=[O:7])(C)(C)C.[N:19]1[CH:24]=[CH:23][CH:22]=[C:21]([C:25]2[CH:33]=[CH:32][C:28](C(O)=O)=[CH:27][CH:26]=2)[CH:20]=1.[NH2:34][CH2:35][CH:36]([OH:49])[CH2:37][O:38][C:39]1[CH:44]=[CH:43][C:42]([NH:45][C:46](=[O:48])[CH3:47])=[CH:41][CH:40]=1>>[C:46]([NH:45][C:42]1[CH:43]=[CH:44][C:39]([O:38][CH2:37][CH:36]([OH:49])[CH2:35][NH:34][C:16]([C@@H:9]2[CH2:10][C:11](=[N:13][O:14][CH3:15])[CH2:12][N:8]2[C:6](=[O:7])[C:28]2[CH:27]=[CH:26][C:25]([C:21]3[CH:20]=[N:19][CH:24]=[CH:23][CH:22]=3)=[CH:33][CH:32]=2)=[O:18])=[CH:40][CH:41]=1)(=[O:48])[CH3:47]. Procedure: Following the general method as outlined in Example 22, starting from (2S,4EZ)-1-(tert-butoxycarbonyl)-4-(methoxyimino)-2-pyrrolidinecarboxylic acid, 4-(3-pyridinyl)benzoic acid, and N-(4-{[(2RS)-3-amino-2-hydroxypropyl]oxy}phenyl)acetamide, the title compound was obtained in 66% purity by HPLC. MS(ESI+): m/z=546. Reactants: C(#N)C(C)(O[Si](C)(C)C)C12CC3CC(CC(C1)C3)C2 (1-(1-cyano-1-trimethylsilyloxyethyl)adamantane), Cl (hydrochloric acid), C(O)([O-])=O.[K+] (potassium hydrogencarbonate), resultant mixture. Solvent: O1CCCC1 (tetrahydrofuran). Run at time 3 hour. Yields the product C(#N)C(C)(O)C12CC3CC(CC(C1)C3)C2 (1-(1-cyano-1-hydroxyethyl)adamantane). RXN SMILES: [C:1]([C:3]([C:10]12[CH2:19][CH:14]3[CH2:15][CH:16]([CH2:18][CH:12]([CH2:13]3)[CH2:11]1)[CH2:17]2)([O:5][Si](C)(C)C)[CH3:4])#[N:2].Cl.C(=O)([O-])O.[K+]>O1CCCC1>[C:1]([C:3]([C:10]12[CH2:19][CH:14]3[CH2:15][CH:16]([CH2:18][CH:12]([CH2:13]3)[CH2:11]1)[CH2:17]2)([OH:5])[CH3:4])#[N:2] |f:2.3|. Reported procedure: The obtained 1-(1-cyano-1-trimethylsilyloxyethyl)adamantane was added to 45 ml of tetrahydrofuran and 17 ml of 2N-hydrochloric acid, and the resultant mixture was refluxed with stirring for 3 hours. After cooling the reaction mixture and adding an aqueous solution (water: 170 ml) of potassium hydrogencarbonate (11 g) thereto, the resultant mixture was extracted with ether, and the obtained organic layer was concentrated to give 24.1 g of 1-(1-cyano-1-hydroxyethyl)adamantane (white solid substanc... The reactants are FC1=C(C=CC(=C1)F)NC1=C(C(=O)CC(=O)OCC)C=C(C(=N1)OC)F (ethyl 2-[2-(2,4-difluorophenylamino)-5-fluoro-6-methoxynicotinoyl]acetate), COC(N(C)C)OC (N,N-dimethylformamide dimethylacetal), C(C)OCC (diethyl ether). The solvent is C1=CC=CC=C1 (benzene). Product: FC1=C(C=CC(=C1)F)N1C=C(C(C2=CC(=C(N=C12)OC)F)=O)C(=O)OCC (ethyl 1-(2,4-difluorophenyl)-6-fluoro-1,4-dihydro-7-methoxy-4-oxo-1,8-naphthyridine-3-carboxylate). The yield is 63.3%. As a reaction SMILES: [F:1][C:2]1[CH:7]=[C:6]([F:8])[CH:5]=[CH:4][C:3]=1[NH:9][C:10]1[N:23]=[C:22]([O:24][CH3:25])[C:21]([F:26])=[CH:20][C:11]=1[C:12]([CH2:14][C:15]([O:17][CH2:18][CH3:19])=[O:16])=[O:13].[CH3:27]OC(OC)N(C)C.C(OCC)C>C1C=CC=CC=1>[F:1][C:2]1[CH:7]=[C:6]([F:8])[CH:5]=[CH:4][C:3]=1[N:9]1[C:10]2[C:11](=[CH:20][C:21]([F:26])=[C:22]([O:24][CH3:25])[N:23]=2)[C:12](=[O:13])[C:14]([C:15]([O:17][CH2:18][CH3:19])=[O:16])=[CH:27]1. Procedure details: In 4 ml of benzene was suspended 200 mg of ethyl 2-[2-(2,4-difluorophenylamino)-5-fluoro-6-methoxynicotinoyl]acetate, and 71 mg of N,N-dimethylformamide dimethylacetal was added thereto, after which the resulting mixture was subjected to reaction under reflux for 9 hours. The solvent was removed by distillation under reduced pressure, and to the residue thus obtained was added 2 ml of diethyl ether, after which the crystals thus deposited were collected by filtration to obtain 130 mg (yield 63.3... Starting materials: CCCN=C=O, ClC(Cl)Cl, COC(=O)c1cc(N)ncc1Br. Product: CCCNC(=O)Nc1cc(C(=O)OC)c(Br)cn1. Reaction SMILES: [CH2:13]([CH2:14][CH3:15])[N:16]=[C:17]=[O:18].[CH:19]([Cl:20])([Cl:21])[Cl:22].[NH2:1][c:2]1[cH:3][c:4]([C:5](=[O:6])[O:7][CH3:8])[c:9]([Br:12])[cH:10][n:11]1>>[NH:1]([c:2]1[cH:3][c:4]([C:5](=[O:6])[O:7][CH3:8])[c:9]([Br:12])[cH:10][n:11]1)[C:17]([NH:16][CH2:13][CH2:14][CH3:15])=[O:18]. Reactants: CC(C(=O)O)N1CCC(C)(CSCc2ccccc2)C1=O, N, [Na], C1CCOC1. The product is CC(C(=O)O)N1CCC(C)(CS)C1=O. Reaction SMILES: [CH2:1]([c:2]1[cH:3][cH:4][cH:5][cH:6][cH:7]1)[S:8][CH2:9][C:10]1([CH3:21])[C:11](=[O:20])[N:12]([CH:15]([C:16](=[O:17])[OH:18])[CH3:19])[CH2:13][CH2:14]1.[NH3:22].[Na:23].[O:24]1[CH2:25][CH2:26][CH2:27][CH2:28]1>>[SH:8][CH2:9][C:10]1([CH3:21])[C:11](=[O:20])[N:12]([CH:15]([C:16](=[O:17])[OH:18])[CH3:19])[CH2:13][CH2:14]1. Reactants: CO, [Na+], CCOC(=O)C=Cc1ccc2c(C(C(=O)NS(=O)(=O)c3ccc(C(C)C)cc3)c3ccc4c(c3)OCO4)cn(C)c2c1, C1CCOC1, [OH-]. Yields the product CC(C)c1ccc(S(=O)(=O)NC(=O)C(c2ccc3c(c2)OCO3)c2cn(C)c3cc(C=CC(=O)O)ccc23)cc1. As a reaction SMILES: [CH3:50][OH:51].[Na+:44].[O:1]1[CH2:2][O:3][c:4]2[c:5]1[cH:6][cH:7][c:8]([CH:10]([C:11](=[O:12])[NH:13][S:14](=[O:15])(=[O:16])[c:17]1[cH:18][cH:19][c:20]([CH:23]([CH3:24])[CH3:25])[cH:21][cH:22]1)[c:26]1[cH:27][n:28]([CH3:42])[c:29]3[cH:30][c:31]([CH:35]=[CH:36][C:37](=[O:38])[O:39][CH2:40][CH3:41])[cH:32][cH:33][c:34]13)[cH:9]2.[O:45]1[CH2:46][CH2:47][CH2:48][CH2:49]1.[OH-:43]>>[O:1]1[CH2:2][O:3][c:4]2[c:5]1[cH:6][cH:7][c:8]([CH:10]([C:11](=[O:12])[NH:13][S:14](=[O:15])(=[O:16])[c:17]1[cH:18][cH:19][c:20]([CH:23]([CH3:24])[CH3:25])[cH:21][cH:22]1)[c:26]1[cH:27][n:28]([CH3:42])[c:29]3[cH:30][c:31]([CH:35]=[CH:36][C:37](=[O:38])[OH:39])[cH:32][cH:33][c:34]13)[cH:9]2. The reactants are N1(CCCCC1)C1=CC=C(C#N)C=C1 (4-Piperidin-1-ylbenzonitrile), C(C)(=O)O (acetic acid), [OH-].[Na+] (sodium hydroxide). The solvent is Cl (hydrochloric acid). Run at temperature 100 celsius, time 18 hour. The product is N1(CCCCC1)C1=CC=C(C(=O)O)C=C1 (4-Piperidin-1-yl-benzoic acid). Isolated yield 88.0%. RXN SMILES: [N:1]1([C:7]2[CH:14]=[CH:13]C(C#N)=[CH:9][CH:8]=2)[CH2:6][CH2:5][CH2:4][CH2:3][CH2:2]1.[OH-].[Na+].[C:17]([OH:20])(=[O:19])[CH3:18]>Cl>[N:1]1([C:7]2[CH:14]=[CH:13][C:18]([C:17]([OH:20])=[O:19])=[CH:9][CH:8]=2)[CH2:6][CH2:5][CH2:4][CH2:3][CH2:2]1 |f:1.2|. Reported procedure: A suspension of 4-piperidin-1-ylbenzonitrile of Step A (1.13 g, 6.07 mmol) in acetic acid (30 mL) and concentrated hydrochloric acid (30 mL) was stirred at 100° C. for 18 hours. The cooled reaction mixture was then poured over crushed ice, the pH adjusted to 3 by the addition of 2 M sodium hydroxide, and the resulting suspension allowed to stand overnight. The solid product was filtered and dried at 50° C. in vacuo overnight to afford the title compound (1.09 g, 88%) as a white solid, m.p. 225-2... The reactants are B(O)(O)O (boric acid), S(O)(O)(=O)=O (sulphuric acid), aromatic hydrocarbon, B(O)(O)O (boric acid), B(O)(O)O (boric acid), S(O)(O)(=O)=O (sulphuric acid), S(O)(O)(=O)=O (sulphuric acid), OC1=CC=C(C(=O)O)C=C1 (4-hydroxybenzoic acid), C1(O)=CC=C(O)C=C1 (hydroquinone), B(O)(O)O.S(O)(O)(=O)=O (boric acid sulphuric acid). Solvent: O (water), C1(=CC=CC=C1)C (toluene), O (water), C=1(C(=CC=CC1)C)C (xylene), C=1(C(=CC=CC1)C)C (xylene). RXN SMILES: B(O)(O)O.S(=O)(=O)(O)O.[OH:10][C:11]1[CH:19]=[CH:18][C:14]([C:15]([OH:17])=[O:16])=[CH:13][CH:12]=1.[C:20]1([CH:27]=[CH:26][C:24](O)=[CH:23][CH:22]=1)[OH:21].B(O)(O)O.S(=O)(=O)(O)O>C1(C)C(C)=CC=CC=1.O.C1(C)C=CC=CC=1>[OH:10][C:11]1[CH:19]=[CH:18][C:14]([C:15]([O:17][C:24]2[CH:26]=[CH:27][C:20]([OH:21])=[CH:22][CH:23]=2)=[O:16])=[CH:13][CH:12]=1 |f:4.5|. Conditions: time 3.75 hour. Procedure: To carry out the process according to a preferred embodiment the catalysts e.g. 0.01 to 3, preferably 0.1 to 1.5% by weight of boric acid and 0.01 to 3, preferably 0.1 to 1.5% by weight of concentrated sulphuric acid are added to the starting components 4-hydroxybenzoic acid and hydroquinone in an inert solvent, preferably an aromatic hydrocarbon, for example toluene or xylene, and the mixture is esterified under reflux and with removal of the water of condensation, for example through a water s... The yield is 98.5%. Yields the product OC1=CC=C(C(=O)OC2=CC=C(C=C2)O)C=C1 (4-hydroxyphenyl 4-hydroxy-benzoate).